The task is: describe an organic reaction: reactants, conditions, products, and yield. This data is from the Open Reaction Database (ORD), a public repository of structured organic reaction records. The reactants are OC1=C(N(S(C2=C1C=CC=C2)(=O)=O)C)C(=O)OC (methyl 4-hydroxy-2-methyl-2H-1,2-benzothiazine-3-carboxylate 1,1-dioxide), NC=1C(C=CC=CC1)=O (2-amino-2,4,6-cycloheptatrien-1-one). The solvent is C=1(C(=CC=CC1)C)C (xylene). Run at time 15 hour. The product is OC1=C(N(S(C2=C1C=CC=C2)(=O)=O)C)C(=O)NC=2C(C=CC=CC2)=O (4-hydroxy-2-methyl-N-(1-oxo-2,4,6-cycloheptatrien-2-yl)-2H-1,2-benzothiazine-3-carboxamide 1,1-dioxide). Isolated yield 17.0%. Reaction SMILES: [OH:1][C:2]1[C:7]2[CH:8]=[CH:9][CH:10]=[CH:11][C:6]=2[S:5](=[O:13])(=[O:12])[N:4]([CH3:14])[C:3]=1[C:15]([O:17]C)=O.[NH2:19][C:20]1[C:21](=[O:27])[CH:22]=[CH:23][CH:24]=[CH:25][CH:26]=1>C1(C)C(C)=CC=CC=1>[OH:1][C:2]1[C:7]2[CH:8]=[CH:9][CH:10]=[CH:11][C:6]=2[S:5](=[O:12])(=[O:13])[N:4]([CH3:14])[C:3]=1[C:15]([NH:19][C:20]1[C:21](=[O:27])[CH:22]=[CH:23][CH:24]=[CH:25][CH:26]=1)=[O:17]. Reported procedure: A solution of methyl 4-hydroxy-2-methyl-2H-1,2-benzothiazine-3-carboxylate 1,1-dioxide (3.0 g) and 2-amino-2,4,6-cycloheptatrien-1-one (1.6 g) in xylene (100 ml) is refluxed for 8 hours. The reaction mixture is then allowed to stand at room temperature for 15 hours. The crystals that have separated out are collected by filtration, washed with toluene and recrystallized from dimethylformamide to give 4-hydroxy-2-methyl-N-(1-oxo-2,4,6-cycloheptatrien-2-yl)-2H-1,2-benzothiazine-3-carboxamide 1,1-di... Starting materials: O=C([O-])[O-], C1COCCO1, COC(=O)c1ccc(B(O)O)cc1, CC1CCc2ncnc(Cl)c21, N#N, [Na+], [Na+], O. Yields the product COC(=O)c1ccc(-c2ncnc3c2C(C)CC3)cc1. As a reaction SMILES: [C:1](=[O:2])([O-:3])[O-:4].[CH2:33]1[O:34][CH2:35][CH2:36][O:37][CH2:38]1.[CH3:18][O:19][C:20](=[O:21])[c:22]1[cH:23][cH:24][c:25]([B:28]([OH:29])[OH:30])[cH:26][cH:27]1.[Cl:7][c:8]1[c:9]2[c:10]([n:11][cH:12][n:13]1)[CH2:14][CH2:15][CH:16]2[CH3:17].[N:31]#[N:32].[Na+:5].[Na+:6].[OH2:39]>>[c:8]1(-[c:25]2[cH:24][cH:23][c:22]([C:20]([O:19][CH3:18])=[O:21])[cH:27][cH:26]2)[c:9]2[c:10]([n:11][cH:12][n:13]1)[CH2:14][CH2:15][CH:16]2[CH3:17]. The reactants are CCO, CCOC(C)=O, Cc1cc(C)c(-n2c(C)c(C)c3c(Cl)nc(C)nc32)c(C)c1, OB(O)c1ccccc1C(F)(F)F, [Na+], [Na+], O=C([O-])[O-], c1ccccc1. Yields the product Cc1cc(C)c(-n2c(C)c(C)c3c(-c4ccccc4C(F)(F)F)nc(C)nc32)c(C)c1. Reaction SMILES: [CH3:42][CH2:43][OH:44].[CH3:45][CH2:46][O:47][C:48](=[O:49])[CH3:50].[Cl:1][c:2]1[c:3]2[c:4]([n:5][c:6]([CH3:8])[n:7]1)[n:9](-[c:14]1[c:15]([CH3:22])[cH:16][c:17]([CH3:21])[cH:18][c:19]1[CH3:20])[c:10]([CH3:13])[c:11]2[CH3:12].[F:23][C:24]([c:25]1[c:26]([B:31]([OH:32])[OH:33])[cH:27][cH:28][cH:29][cH:30]1)([F:34])[F:35].[Na+:36].[Na+:37].[O-:38][C:39](=[O:40])[O-:41].[cH:51]1[cH:52][cH:53][cH:54][cH:55][cH:56]1>>[c:2]1(-[c:26]2[c:25]([C:24]([F:23])([F:34])[F:35])[cH:30][cH:29][cH:28][cH:27]2)[c:3]2[c:4]([n:5][c:6]([CH3:8])[n:7]1)[n:9](-[c:14]1[c:15]([CH3:22])[cH:16][c:17]([CH3:21])[cH:18][c:19]1[CH3:20])[c:10]([CH3:13])[c:11]2[CH3:12]. Yields the product Cc1nn(C)cc1C2CCCN2. Conditions: temperature 25 celsius, time 18 hour. Reactants: n1(nc(c(c1)C=1CCCN1)C)C. As a reaction SMILES: [CH3:1][c:2]1[c:7]([C:8]([CH2:12][CH2:11][CH2:10]2)=[N:9]2)[cH:6][n:4]([CH3:5])[n:3]1>>[CH3:1][c:2]1[c:7]([CH:8]2[NH:9][CH2:10][CH2:11][CH2:12]2)[cH:6][n:4]([CH3:5])[n:3]1. The solvent is CO (MeOH). Reagents/catalysts: c1ccc(cc1)-c2c3ccccc3cc4ccccc24 (9-Phenylanthracene), CCN(C(C)C)C(C)C (DIPEA), (R)-(+)-XylBINAP, Ir-93.